This data is from the Open Reaction Database (ORD), a public repository of structured organic reaction records. The task is: describe an organic reaction: reactants, conditions, products, and yield Reactants: C(C)OC(=O)C1=CN(C2=C(C(=CC=C2C1=O)F)Cl)C1CC1 (ethyl-1-cyclopropyl-1,4-dihydro-7-fluoro-8-chloro-4-oxo-quinoline-3-carboxylate). Run in mixture, C(C)(=O)O (acetic acid), O (water), S(O)(O)(=O)=O (sulfuric acid). Product: C1(CC1)N1C=C(C(C2=CC=C(C(=C12)Cl)F)=O)C(=O)O (1-Cyclopropyl-1,4-dihydro-7-fluoro-8-chloro-4-oxo-quinoline-3-carboxylic acid). RXN SMILES: C([O:3][C:4]([C:6]1[C:15](=[O:16])[C:14]2[C:9](=[C:10]([Cl:18])[C:11]([F:17])=[CH:12][CH:13]=2)[N:8]([CH:19]2[CH2:21][CH2:20]2)[CH:7]=1)=[O:5])C>C(O)(=O)C.O.S(=O)(=O)(O)O>[CH:19]1([N:8]2[C:9]3[C:14](=[CH:13][CH:12]=[C:11]([F:17])[C:10]=3[Cl:18])[C:15](=[O:16])[C:6]([C:4]([OH:5])=[O:3])=[CH:7]2)[CH2:20][CH2:21]1. Reported procedure: A quantity of 1.93 g of ethyl-1-cyclopropyl-1,4-dihydro-7-fluoro-8-chloro-4-oxo-quinoline-3-carboxylate is dissolved in 30 ml of a mixture of acetic acid, water and sulfuric acid (8/6/1). the mixture is refluxed for 3 hours and cooled to room temperature. The desired compound is collected by filtration and air dried.